From a dataset of the Open Reaction Database (ORD), a public repository of structured organic reaction records. describe an organic reaction: reactants, conditions, products, and yield The reactants are I(=O)(=O)Cl.I(=O)(=O)Cl.C(C1=CC=CC=C1)[N+](C)(C)C (benzyltrimethylammonium dichloroiodate), COC1=C(C=CC(=C1)OC)[N+](=O)[O-] (2,4-dimethoxy-nitrobenzene), I(=O)(=O)Cl.I(=O)(=O)Cl.C(C1=CC=CC=C1)[N+](C)(C)C (benzyltrimethylammonium dichloroiodate). The reagents and catalysts are [Cl-].[Zn+2].[Cl-] (zinc chloride), [Cl-].[Zn+2].[Cl-] (zinc chloride). Solvent: C(C)(=O)O (acetic acid), C(C)(=O)O (acetic acid). Product: IC1=C(C=C(C(=C1)[N+](=O)[O-])OC)OC (1-Iodo-2,4-dimethoxy-5-nitro-benzene). Reaction SMILES: [CH3:1][O:2][C:3]1[CH:8]=[C:7]([O:9][CH3:10])[CH:6]=[CH:5][C:4]=1[N+:11]([O-:13])=[O:12].[I:14](Cl)(=O)=O.I(Cl)(=O)=O.C([N+](C)(C)C)C1C=CC=CC=1>C(O)(=O)C.[Cl-].[Zn+2].[Cl-]>[I:14][C:6]1[CH:5]=[C:4]([N+:11]([O-:13])=[O:12])[C:3]([O:2][CH3:1])=[CH:8][C:7]=1[O:9][CH3:10] |f:1.2.3,5.6.7|. Procedure details: To a solution of 2,4-dimethoxy-nitrobenzene (1.0 g) in glacial acetic acid (30 mL) is added benzyltrimethylammonium dichloroiodate (1.90 g) and anhydrous zinc chloride (1.0 g) and the mixture is stirred at room temperature under an atmosphere of argon. Additional benzyltrimethylammonium dichloroiodate (0.4 g) is added after 5 hours and again after 24 hours. Additional zinc chloride (0.5 g) and glacial acetic acid (15 mL) is added after 24 hours. The mixture is permitted to stir at room temperatu... Reactants: O=C(Cl)C(=O)Cl, NCCCCCCNC(=O)N(c1ccccc1)c1ccccc1, O=C(O)C=Cc1cccnc1. Product: O=C(C=Cc1cccnc1)NCCCCCCNC(=O)N(c1ccccc1)c1ccccc1. RXN SMILES: [Cl:12][C:13]([C:14]([Cl:15])=[O:16])=[O:17].[c:18]1([N:24]([C:25]([NH:26][CH2:27][CH2:28][CH2:29][CH2:30][CH2:31][CH2:32][NH2:33])=[O:34])[c:35]2[cH:36][cH:37][cH:38][cH:39][cH:40]2)[cH:19][cH:20][cH:21][cH:22][cH:23]1.[n:1]1[cH:2][c:3]([CH:7]=[CH:8][C:9](=[O:10])[OH:11])[cH:4][cH:5][cH:6]1>>[n:1]1[cH:2][c:3]([CH:7]=[CH:8][C:9](=[O:11])[NH:33][CH2:32][CH2:31][CH2:30][CH2:29][CH2:28][CH2:27][NH:26][C:25]([N:24]([c:18]2[cH:19][cH:20][cH:21][cH:22][cH:23]2)[c:35]2[cH:36][cH:37][cH:38][cH:39][cH:40]2)=[O:34])[cH:4][cH:5][cH:6]1. Starting materials: C(CC(O)(C(=O)O)CC(=O)O)(=O)O (Citric acid), N1=CN(C2=NC=CC=C21)CC=2C=C(C=CC2)C2=C(SC(=C2)CC(C)C)S(=O)(=O)NC(C)(C)C (3-(3-imidazo[4,5-b]pyridin-3-ylmethylphenyl)-5-iso-butyl-N-tert-butylthiophene-2-sulfonamide), B(Cl)(Cl)Cl (BCl3), N1(CCCC1)C1=NC=CC=C1 (pyrrolidinopyridine), ClC(=O)OCCCC (butyl chloroformate). Solvent: C(Cl)Cl (CH2Cl2). Reaction conditions: time 1 hour. The product is C(CCC)OC(=O)NS(=O)(=O)C=1SC(=CC1C1=CC(=CC=C1)CN1C=NC=2C1=NC=CC2)CC(C)C (N-Butyloxycarbonyl-3-(3-imidazo[4,5-b]pyridin-3-ylmethylphenyl)-5-iso-butylthiophene-2-sulfonamide). Isolated yield 70.0%. RXN SMILES: [N:1]1[C:9]2[C:4](=[N:5][CH:6]=[CH:7][CH:8]=2)[N:3]([CH2:10][C:11]2[CH:12]=[C:13]([C:17]3[CH:21]=[C:20]([CH2:22][CH:23]([CH3:25])[CH3:24])[S:19][C:18]=3[S:26]([NH:29]C(C)(C)C)(=[O:28])=[O:27])[CH:14]=[CH:15][CH:16]=2)[CH:2]=1.B(Cl)(Cl)Cl.N1(C2C=CC=CN=2)CCCC1.Cl[C:50]([O:52][CH2:53][CH2:54][CH2:55][CH3:56])=[O:51].C(O)(=O)CC(CC(O)=O)(C(O)=O)O>C(Cl)Cl>[CH2:53]([O:52][C:50]([NH:29][S:26]([C:18]1[S:19][C:20]([CH2:22][CH:23]([CH3:25])[CH3:24])=[CH:21][C:17]=1[C:13]1[CH:14]=[CH:15][CH:16]=[C:11]([CH2:10][N:3]2[C:4]3=[N:5][CH:6]=[CH:7][CH:8]=[C:9]3[N:1]=[CH:2]2)[CH:12]=1)(=[O:28])=[O:27])=[O:51])[CH2:54][CH2:55][CH3:56]. Reported procedure: To a solution of 3-(3-imidazo[4,5-b]pyridin-3-ylmethylphenyl)-5-iso-butyl-N-tert-butylthiophene-2-sulfonamide (53.6 mg, 0.111 mmol; see Example 8(a)) in CH2Cl2 (2 mL) was added BCl3 (0.6 mL, 1.0 M in hexane) and the reaction mixture was stirred for 1 h at ambient temperature. The reaction mixture was concentrated in vacuo. Water (5 mL) was added to the residue and this was then extracted with EtOAc. The combined organic phase was washed with water and brine, dried (over anhydrous MgSO4) and conc... Starting materials: N(=N\C(=O)OC(C)(C)C)/C(=O)OC(C)(C)C ((E)-Di-tert-butyl diazene-1,2-dicarboxylate), CC(C(C)O)=C (3-methylbut-3-en-2-ol), C1(=CC=CC=C1)P(C1=CC=CC=C1)C1=CC=CC=C1 (triphenylphosphine), BrC=1C=NNC1 (4-bromo-1H-pyrazole). The solvent is C1CCOC1 (THF), FC(C(=O)O)(F)F (trifluoroacetic acid), ClCCl (dichloromethane). Run at temperature 0 celsius, time 10 minute. The product is BrC=1C=NN(C1)C(C)C(=C)C (4-bromo-1-(3-methylbut-3-en-2-yl)-1H-pyrazole). RXN SMILES: N(/C(OC(C)(C)C)=O)=N\C(OC(C)(C)C)=O.[CH3:17][C:18](=[CH2:22])[CH:19](O)[CH3:20].C1(P(C2C=CC=CC=2)C2C=CC=CC=2)C=CC=CC=1.[Br:42][C:43]1[CH:44]=[N:45][NH:46][CH:47]=1>C1COCC1.FC(F)(F)C(O)=O.ClCCl>[Br:42][C:43]1[CH:44]=[N:45][N:46]([CH:19]([C:18]([CH3:17])=[CH2:22])[CH3:20])[CH:47]=1. Reported procedure: (E)-Di-tert-butyl diazene-1,2-dicarboxylate (940 mg, 4.08 mmol) was added slowly to a stirred solution of 3-methylbut-3-en-2-ol (293 mg, 3.40 mmol), triphenylphosphine (1.07 g, 4.08 mmol), and 4-bromo-1H-pyrazole (500 mg, 3.40 mmol) in THF (10 mL) at 0° C. The reaction was stirred for 10 min at 0° C. and then allowed to warm to RT for 1 hour. The reaction was quenched into water and the product was extracted with ethyl acetate (2×20 mL), dried over anhydrous magnesium sulfate, filtered, and conc...